From a dataset of the Open Reaction Database (ORD), a public repository of structured organic reaction records. describe an organic reaction: reactants, conditions, products, and yield Reactants: O=C([O-])[O-], O=Cc1sc(Cl)nc1Cl, Cl, Cl, [Cs+], [Cs+], O, O=C(Nc1nc2ccccc2s1)c1cccc2c1CNCC2. Product: O=Cc1sc(N2CCc3cccc(C(=O)Nc4nc5ccccc5s4)c3C2)nc1Cl. RXN SMILES: [C:34](=[O:35])([O-:36])[O-:37].[Cl:25][c:26]1[s:27][c:28]([CH:32]=[O:33])[c:29]([Cl:31])[n:30]1.[ClH:1].[ClH:2].[Cs+:38].[Cs+:39].[OH2:40].[s:3]1[c:4]([NH:12][C:13](=[O:14])[c:15]2[cH:16][cH:17][cH:18][c:19]3[c:24]2[CH2:23][NH:22][CH2:21][CH2:20]3)[n:5][c:6]2[c:7]1[cH:8][cH:9][cH:10][cH:11]2>>[s:3]1[c:4]([NH:12][C:13](=[O:14])[c:15]2[cH:16][cH:17][cH:18][c:19]3[c:24]2[CH2:23][N:22]([c:26]2[s:27][c:28]([CH:32]=[O:33])[c:29]([Cl:31])[n:30]2)[CH2:21][CH2:20]3)[n:5][c:6]2[c:7]1[cH:8][cH:9][cH:10][cH:11]2. Run in CN(C=O)C (N,N-dimethylformamide). As a reaction SMILES: [Cl:1][C:2]1[C:7]2[C:8](=[O:25])[N:9]3[CH2:24][CH2:23][C@H:10]3[C:11]3[N:12]([CH:13]=[N:14][C:15]=3[C:16]3[N:20]=[C:19]([CH2:21]Cl)[O:18][N:17]=3)[C:6]=2[CH:5]=[CH:4][CH:3]=1.[CH2:26]([NH:32][CH2:33][CH2:34][CH2:35][CH2:36][CH2:37][CH3:38])[CH2:27][CH2:28][CH2:29][CH2:30][CH3:31]>CN(C)C=O>[Cl:1][C:2]1[C:7]2[C:8](=[O:25])[N:9]3[CH2:24][CH2:23][C@H:10]3[C:11]3[N:12]([CH:13]=[N:14][C:15]=3[C:16]3[N:20]=[C:19]([CH2:21][N:32]([CH2:33][CH2:34][CH2:35][CH2:36][CH2:37][CH3:38])[CH2:26][CH2:27][CH2:28][CH2:29][CH2:30][CH3:31])[O:18][N:17]=3)[C:6]=2[CH:5]=[CH:4][CH:3]=1. The reactants are ClC1=CC=CC2=C1C(N1[C@H](C=3N2C=NC3C3=NOC(=N3)CCl)CC1)=O ((S)-8-chloro-1-(5-chloromethyl-1,2,4-oxadiazol-3-yl)-12,12a-dihydro-9H,11H-azeto[2,1-c]imidazo[1,5-a][1,4]benzodiazepin-9-one), C(CCCCC)NCCCCCC (dihexylamine). Yields the product ClC1=CC=CC2=C1C(N1[C@H](C=3N2C=NC3C3=NOC(=N3)CN(CCCCCC)CCCCCC)CC1)=O ((S)-8-chloro-1-(5-dihexylaminomethyl-1,2,4-oxadiazol-3-yl)-12,12a-dihydro-9H,11H-azeto[2,1-c]imidazo[1,5-a][1,4]benzodiazepin-9-one). Reported procedure: 1.13 g (3 mmol) of (S)-8-chloro-1-(5-chloromethyl-1,2,4-oxadiazol-3-yl)-12,12a-dihydro-9H,11H-azeto[2,1-c]imidazo[1,5-a][1,4]benzodiazepin-9-one were stirred at room temperature overnight with 1.7 g (9 mmol) of dihexylamine and 15 ml of N,N-dimethylformamide. By evaporation of the reaction mixture and chromatography of the residue on silica gel while eluting with ethyl acetate there was obtained 0.89 g (56%) of (S)-8-chloro-1-(5-dihexylaminomethyl-1,2,4-oxadiazol-3-yl)-12,12a-dihydro-9H,11H-azet... Yield: 56.5%. The reactants are Cl (hydrochloride), N=C1N(C2=CC=CC=C2C1(C)C)C (2-imino-1,3,3-trimethylindoline), ClC1=CC=C(C(=O)Cl)C=C1 (p-chlorobenzoylchloride). The solvent is N1=CC=CC=C1 (pyridine). Yields the product ClC1=CC=C(C(=O)N=C2N(C3=CC=CC=C3C2(C)C)C)C=C1 (2-(p-Chlorobenzoylimino)-1,3,3-trimethylindoline). Reaction SMILES: Cl.[NH:2]=[C:3]1[C:11]([CH3:13])([CH3:12])[C:10]2[C:5](=[CH:6][CH:7]=[CH:8][CH:9]=2)[N:4]1[CH3:14].[Cl:15][C:16]1[CH:24]=[CH:23][C:19]([C:20](Cl)=[O:21])=[CH:18][CH:17]=1>N1C=CC=CC=1>[Cl:15][C:16]1[CH:24]=[CH:23][C:19]([C:20]([N:2]=[C:3]2[C:11]([CH3:12])([CH3:13])[C:10]3[C:5](=[CH:6][CH:7]=[CH:8][CH:9]=3)[N:4]2[CH3:14])=[O:21])=[CH:18][CH:17]=1. Procedure: By reacting 15 g. of the hydrochloride of 2-imino-1,3,3-trimethylindoline (m.p. 271°-273° C) in 100 ml. of pyridine with 16.30 g. of p-chlorobenzoylchloride at the room temperature for 5 hours, 15.2 g. of the title compound are obtained. B.p. 192° C/0.1 mmHg. Reactants: C(C#C)[Mg]Br (propargylmagnesium bromide), ClCC(=O)C1=CC=C(C=C1)F (2-chloro-4'-fluoroacetophenone), C(C)OCC (diethyl ether), C(C)OCC (diethyl ether). Conditions: temperature 25 celsius, time 15 hour. Yields the product O1C(CC#C)(C1)C1=CC=C(C=C1)F (4,5-epoxy-4-(4'-fluorophenyl)-1-pentyne). The yield is 79.0%. RXN SMILES: [CH2:1]([Mg]Br)[C:2]#C.Cl[CH2:7][C:8]([C:10]1[CH:15]=[CH:14][C:13]([F:16])=[CH:12][CH:11]=1)=[O:9].[CH2:17](OCC)C>>[O:9]1[CH2:17][C:8]1([C:10]1[CH:15]=[CH:14][C:13]([F:16])=[CH:12][CH:11]=1)[CH2:7][C:1]#[CH:2]. Reported procedure: To a solution of 23.1 g (0.16 mol) of propargylmagnesium bromide (J. Am. Chem. Soc., 83, 1686, 1961) in 50 mL of dry diethyl ether at 25° C. was added 20.0 g (0.115 mol) of 2-chloro-4'-fluoroacetophenone in 150 mL of diethyl ether over a 0.25 hour period. The solution was stirred at 25° C. for 15 hours and then quenched with 50 mL of saturated NH4Cl. The layers were separated and the aqueous phase extracted twice with 100 mL diethyl ether. The combined ether extracts were dried (MgSO4) and the s... Reactants: C([O-])(O)=O.[Na+] (sodium bicarbonate), C(C)(C)N(CCN1C(=O)C(=O)C2=CC=CC=C12)C(C)C (1-(2-diisopropylaminoethyl)isatin), Cl.C(C1=CC=CC=C1)NC(NN)=O (4-benzylsemicarbazide hydrochloride), C(C)O (ethanol). Solvent: mixture, O (water). Reaction conditions: time 11 hour. The product is C(C1=CC=CC=C1)NC(N\N=C/1\C(N(C2=CC=CC=C12)CCN(C(C)C)C(C)C)=O)=O ((E)-1-(2-diisopropylaminoethyl)isatin 3-(4-benzylsemicarbazone)). Yield: 69.8%. RXN SMILES: [CH:1]([N:4]([CH:18]([CH3:20])[CH3:19])[CH2:5][CH2:6][N:7]1[C:17]2[C:12](=[CH:13][CH:14]=[CH:15][CH:16]=2)[C:10](=O)[C:8]1=[O:9])([CH3:3])[CH3:2].Cl.[CH2:22]([NH:29][C:30](=[O:33])[NH:31][NH2:32])[C:23]1[CH:28]=[CH:27][CH:26]=[CH:25][CH:24]=1.C(O)C.C(=O)(O)[O-].[Na+]>O>[CH2:22]([NH:29][C:30](=[O:33])[NH:31]/[N:32]=[C:10]1/[C:8](=[O:9])[N:7]([CH2:6][CH2:5][N:4]([CH:18]([CH3:20])[CH3:19])[CH:1]([CH3:3])[CH3:2])[C:17]2[C:12]/1=[CH:13][CH:14]=[CH:15][CH:16]=2)[C:23]1[CH:28]=[CH:27][CH:26]=[CH:25][CH:24]=1 |f:1.2,4.5|. Procedure details: A suspension of 137 mg of 1-(2-diisopropylaminoethyl)isatin and 120 mg of 4-benzylsemicarbazide hydrochloride in 2 ml of a mixture of ethanol and water (2:1) was stirred for 11 hours at room temperature, and an aqueous sodium bicarbonate solution was added to the reaction mixture. The precipitates were collected by filtration, washed with water and recrystallized from aqueous ethanol to obtain 147 mg of (E)-1-(2-diisopropylaminoethyl)isatin 3-(4-benzylsemicarbazone). Chemical properties of the p...